This data is from the Open Reaction Database (ORD), a public repository of structured organic reaction records. The task is: describe an organic reaction: reactants, conditions, products, and yield Reactants: N(N)C1=CC(N(C(N1CC(C)C)=O)C)=O (6-hydrazino-1-isobutyl-3-methylpyrimidine-2,4(1H,3H)-dione), FC(C=1C=C2C(=CC=NC2=CC1)C=O)(F)F (6-trifluoromethylquinoline-4-carbaldehyde), CN1C(=CC(=C1)C(CC)=O)C=O (1-methyl-4-propionyl-1H-pyrrole-2-carbaldehyde). Product: C(C(C)C)N1C(N(C(C=2C1=NN(C2C=2N(C=C(C2)C(CC)=O)C)CC2=CC=NC1=CC=C(C=C21)C(F)(F)F)=O)C)=O (7-isobutyl-5-methyl-3-(1-methyl-4-propionyl-1H-pyrrol-2-yl)-2-{[6-(trifluoromethyl)quinolin-4-yl]methyl}-2H-pyrazolo[3,4-d]pyrimidine-4,6(5H,7H)-dione). As a reaction SMILES: [NH:1]([C:3]1[N:8]([CH2:9][CH:10]([CH3:12])[CH3:11])[C:7](=[O:13])[N:6]([CH3:14])[C:5](=[O:15])[CH:4]=1)[NH2:2].[F:16][C:17]([F:31])([F:30])[C:18]1[CH:19]=[C:20]2[C:25](=[CH:26][CH:27]=1)[N:24]=[CH:23][CH:22]=[C:21]2[CH:28]=O.[CH3:32][N:33]1[CH:37]=[C:36]([C:38](=[O:41])[CH2:39][CH3:40])[CH:35]=[C:34]1[CH:42]=O>>[CH2:9]([N:8]1[C:3]2=[N:1][N:2]([CH2:28][C:21]3[C:20]4[C:25](=[CH:26][CH:27]=[C:18]([C:17]([F:31])([F:30])[F:16])[CH:19]=4)[N:24]=[CH:23][CH:22]=3)[C:42]([C:34]3[N:33]([CH3:32])[CH:37]=[C:36]([C:38](=[O:41])[CH2:39][CH3:40])[CH:35]=3)=[C:4]2[C:5](=[O:15])[N:6]([CH3:14])[C:7]1=[O:13])[CH:10]([CH3:11])[CH3:12]. Reported procedure: This compound was made following the procedure described above, starting with 6-hydrazino-1-isobutyl-3-methylpyrimidine-2,4(1H,3H)-dione, and condensing first with 6-trifluoromethylquinoline-4-carbaldehyde, followed by 1-methyl-4-propionyl-1H-pyrrole-2-carbaldehyde. 567(M+H). RXN SMILES: [Br:1][c:2]1[cH:3][c:4]2[cH:5][cH:6][n:7]([CH:11]3[CH2:12][N:13]4[CH2:14][CH2:15][CH:16]3[CH2:17][CH2:18]4)[c:8]2[cH:9][cH:10]1.[C:19]([P:20]([C:21]([CH3:22])([CH3:23])[CH3:24])[C:25]([CH3:26])([CH3:27])[CH3:28])([CH3:29])([CH3:30])[CH3:31].[CH3:32][Si:33]([N-:36][Si:34]([CH3:35])([CH3:37])[CH3:38])([CH3:39])[CH3:40].[Li+:41].[O:44]=[C:45]([CH:46]=[CH:47][c:48]1[cH:49][cH:50][cH:51][cH:52][cH:53]1)[CH:54]=[CH:55][c:56]1[cH:57][cH:58][cH:59][cH:60][cH:61]1.[O:62]=[C:63]([CH:64]=[CH:65][c:66]1[cH:67][cH:68][cH:69][cH:70][cH:71]1)[CH:72]=[CH:73][c:74]1[cH:75][cH:76][cH:77][cH:78][cH:79]1.[O:80]=[C:81]([CH:82]=[CH:83][c:84]1[cH:85][cH:86][cH:87][cH:88][cH:89]1)[CH:90]=[CH:91][c:92]1[cH:93][cH:94][cH:95][cH:96][cH:97]1.[O:98]1[CH2:99][CH2:100][CH2:101][CH2:102]1.[Pd:42].[Pd:43]>>[c:2]1([NH2:36])[cH:3][c:4]2[cH:5][cH:6][n:7]([CH:11]3[CH2:12][N:13]4[CH2:14][CH2:15][CH:16]3[CH2:17][CH2:18]4)[c:8]2[cH:9][cH:10]1. The product is Nc1ccc2c(ccn2C2CN3CCC2CC3)c1. The reactants are Brc1ccc2c(ccn2C2CN3CCC2CC3)c1, CC(C)(C)P(C(C)(C)C)C(C)(C)C, C[Si](C)(C)[N-][Si](C)(C)C, [Li+], O=C(C=Cc1ccccc1)C=Cc1ccccc1, O=C(C=Cc1ccccc1)C=Cc1ccccc1, O=C(C=Cc1ccccc1)C=Cc1ccccc1, C1CCOC1, [Pd], [Pd].